describe an organic reaction: reactants, conditions, products, and yield From a dataset of the Open Reaction Database (ORD), a public repository of structured organic reaction records. Starting materials: NC(CCC1CN(C(O1)=O)C1=CC2=C(OCCO2)C=C1)CCC1=CC=NC2=CC=C(N=C12)OC ((RS)-5-[(RS)-3-amino-5-(6-methoxy-[1,5]naphthyridin-4-yl)-pentyl]-3-(2,3-dihydro-benzo[1,4]dioxin-6-yl)-oxazolidin-2-one), TEA, C(=O)(C)Cl (AcCl). Solvent: C(Cl)Cl (DCM). Run at time 1 hour. Product: O1CCOC2=C1C=CC(=C2)N2C(OC(C2)CCC(CCC2=CC=NC1=CC=C(N=C21)OC)NC(C)=O)=O (N-[(RS)-1-{2-[(RS)-3-(2,3-dihydro-benzo[1,4]dioxin-6-yl)-2-oxo-oxazolidin-5-yl]ethyl}-3-(6-methoxy-[1,5]naphthyridin-4-yl)-propyl]-acetamide). Isolated yield 88.0%. RXN SMILES: [NH2:1][CH:2]([CH2:21][CH2:22][C:23]1[C:32]2[C:27](=[CH:28][CH:29]=[C:30]([O:33][CH3:34])[N:31]=2)[N:26]=[CH:25][CH:24]=1)[CH2:3][CH2:4][CH:5]1[O:9][C:8](=[O:10])[N:7]([C:11]2[CH:20]=[CH:19][C:14]3[O:15][CH2:16][CH2:17][O:18][C:13]=3[CH:12]=2)[CH2:6]1.[C:35](Cl)([CH3:37])=[O:36]>C(Cl)Cl>[O:15]1[C:14]2[CH:19]=[CH:20][C:11]([N:7]3[CH2:6][CH:5]([CH2:4][CH2:3][CH:2]([NH:1][C:35](=[O:36])[CH3:37])[CH2:21][CH2:22][C:23]4[C:32]5[C:27](=[CH:28][CH:29]=[C:30]([O:33][CH3:34])[N:31]=5)[N:26]=[CH:25][CH:24]=4)[O:9][C:8]3=[O:10])=[CH:12][C:13]=2[O:18][CH2:17][CH2:16]1. Procedure: A solution of the compound of Example 116 (0.05 g, 0.1 mmol) in DCM (1 mL) at rt was treated sequentially with TEA (0.03 mL, 2 eq.) and AcCl (1.5 eq.). The mixture was stirred at rt for 1 h, washed with water (2 mL) and purified by FC (EA, EA/MeOH 9:1) to give the title compound as a colourless foam (0.048 g, 88% yield). Reactants: C(C)(C)(C)OC(N[C@@H]1C(N(CC1)CC1=CSC(=C1)C#N)=O)=O ([1-(5-Cyanothiophene3-ylmethyl)-2-oxo-pyrrolidin-3-(S)-yl]-carbamic acid tert-butyl ester), Cl (HCl). The solvent is CCOC(=O)C (EtOAc). Run at time 3 hour. Yields the product Cl.N[C@@H]1C(N(CC1)CC=1C=C(SC1)C#N)=O (4-(3-(S)-Amino-2-oxo-pyrrolidin-1-ylmethyl)-thiophene-2-carbonitrile hydrochloride). As a reaction SMILES: C(OC(=O)[NH:7][C@H:8]1[CH2:12][CH2:11][N:10]([CH2:13][C:14]2[CH:18]=[C:17]([C:19]#[N:20])[S:16][CH:15]=2)[C:9]1=[O:21])(C)(C)C.[ClH:23]>CCOC(C)=O>[ClH:23].[NH2:7][C@H:8]1[CH2:12][CH2:11][N:10]([CH2:13][C:14]2[CH:18]=[C:17]([C:19]#[N:20])[S:16][CH:15]=2)[C:9]1=[O:21] |f:3.4|. Procedure details: [1-(5-Cyanothiophene3-ylmethyl)-2-oxo-pyrrolidin-3-(S)-yl]-carbamic acid tert-butyl ester (4.0 g, 13.8 mmol) is added to a solution of 100 mL of EtOAc saturated with HCl gas at 0° C. After 3 h, the solution is concentrated. The title compound (3.3 g, 13.5 mmol) is obtained as a white solid. Starting materials: N1C=CC=2C=NC=CC21 (1H-pyrrolo[3,2-c]pyridine), ClN1C(CCC1=O)=O (N-chlorosuccinimide). The solvent is ClCCl (dichloromethane), ClCCl (dichloromethane). Reaction conditions: time 5 hour. Product: ClC1=CNC2=C1C=NC=C2 (3-chloro-1H-pyrrolo[3,2-c]pyridine). Yield: 38.0%. As a reaction SMILES: [NH:1]1[C:9]2[CH:8]=[CH:7][N:6]=[CH:5][C:4]=2[CH:3]=[CH:2]1.[Cl:10]N1C(=O)CCC1=O>ClCCl>[Cl:10][C:3]1[C:4]2[CH:5]=[N:6][CH:7]=[CH:8][C:9]=2[NH:1][CH:2]=1. Reported procedure: A solution of 1H-pyrrolo[3,2-c]pyridine (200 mg, 1.69 mmol) in dichloromethane (10 ml) was treated with N-chlorosuccinimide (339 mg, 2.5 mmol) and stirred at room temperature for 5 hours. The reaction mixture was diluted with dichloromethane and washed with aqueous sodium hydrogen carbonate solution, brine, dried over anhydrous sodium sulfate and concentrated. Purification from silica gel column chromatography using methanol and dichloromethane gradient afforded 3-chloro-1H-pyrrolo[3,2-c]pyridin... Product: ClC1=CC=C(C=C1)N1N=CC(=C(C1=O)C#N)C(F)(F)F (2-(4-chlorophenyl)-4-cyano-5-trifluoromethylpyridazin-3-one). Reported procedure: After 0.281 g of 3, 3, 3-trifluoro-2-oxopropanal 1-(4-chlorophenylhydrazone) was dissolved in 5 mL of pyridine, 0.304 g of ethyl cyanoacetate was added to the pyridine solution, which was followed by stirring for 5 hours at 110° C. After cooling to room temperature, the reaction mixture was poured into 3N-hydrochloric acid and extracted with diethyl ether. After the organic layer was washed with aqueous saturated sodium bicarbonate and concentrated, the residue was subjected to silica gel column... RXN SMILES: [Cl:1][C:2]1[CH:7]=[CH:6][C:5]([NH:8][N:9]=[CH:10][C:11](=O)[C:12]([F:15])([F:14])[F:13])=[CH:4][CH:3]=1.[C:17]([CH2:19][C:20](OCC)=[O:21])#[N:18].Cl>N1C=CC=CC=1>[Cl:1][C:2]1[CH:7]=[CH:6][C:5]([N:8]2[C:20](=[O:21])[C:19]([C:17]#[N:18])=[C:11]([C:12]([F:15])([F:14])[F:13])[CH:10]=[N:9]2)=[CH:4][CH:3]=1. Yield: 69.6%. The reactants are C(#N)CC(=O)OCC (ethyl cyanoacetate), ClC1=CC=C(C=C1)NN=CC(C(F)(F)F)=O (3, 3, 3-trifluoro-2-oxopropanal 1-(4-chlorophenylhydrazone)), Cl (hydrochloric acid). Run at temperature 110 celsius, time 5 hour. Run in N1=CC=CC=C1 (pyridine), N1=CC=CC=C1 (pyridine). The reactants are C1(CCCC1)CN(CC)C1=NC2=CC=CC=C2C=C1C=O (2-[N-(cyclopentylmethyl)-N-ethylamino]quinoline-3-carbaldehyde), [BH4-].[Na+] (sodium borohydride), [Cl-].[NH4+] (ammonium chloride), O (water). Solvent: C(C)O (ethanol). Reaction conditions: time 1 hour. Yields the product C1(CCCC1)CN(CC)C1=NC2=CC=CC=C2C=C1CO ({2-[N-(cyclopentylmethyl)-N-ethylamino]quinolin-3-yl}methanol). As a reaction SMILES: [CH:1]1([CH2:6][N:7]([C:10]2[C:19]([CH:20]=[O:21])=[CH:18][C:17]3[C:12](=[CH:13][CH:14]=[CH:15][CH:16]=3)[N:11]=2)[CH2:8][CH3:9])[CH2:5][CH2:4][CH2:3][CH2:2]1.[BH4-].[Na+].[Cl-].[NH4+].O>C(O)C>[CH:1]1([CH2:6][N:7]([C:10]2[C:19]([CH2:20][OH:21])=[CH:18][C:17]3[C:12](=[CH:13][CH:14]=[CH:15][CH:16]=3)[N:11]=2)[CH2:8][CH3:9])[CH2:5][CH2:4][CH2:3][CH2:2]1 |f:1.2,3.4|. Reported procedure: To a solution of 2-[N-(cyclopentylmethyl)-N-ethylamino]quinoline-3-carbaldehyde (25 mg, 0.088 mmol) in ethanol (1 mL) is added sodium borohydride (5 mg, 0.13 mmol) and the mixture is stirred for 1 hour. After addition of sat. ammonium chloride and water, the mixture is extracted with ethyl acetate. The combined organic layer is washed with brine, dried over magnesium sulfate, filtered and concentrated to give {2-[N-(cyclopentylmethyl)-N-ethylamino]quinolin-3-yl}methanol, which is used without fu... The reactants are C([O-])([O-])=O.[Na+].[Na+] (sodium carbonate), BrC=1C=C2C(=CN(C2=CC1)[Si](C(C)C)(C(C)C)C(C)C)C1CCN(CC1)C (5-bromo-3-(1-methylpiperidin-4-yl)-1-(triisopropylsilyl)-indole), ClC1=CC=C(C=C1)B(O)O (4-chlorophenylboronic acid). Reagents/catalysts: C=1C=CC(=CC1)[P](C=2C=CC=CC2)(C=3C=CC=CC3)[Pd]([P](C=4C=CC=CC4)(C=5C=CC=CC5)C=6C=CC=CC6)([P](C=7C=CC=CC7)(C=8C=CC=CC8)C=9C=CC=CC9)[P](C=1C=CC=CC1)(C=1C=CC=CC1)C=1C=CC=CC1 (tetrakis(triphenylphosphine)palladium(0)). Solvent: C1(=CC=CC=C1)C (toluene). The product is ClC1=CC=C(C=C1)C=1C=C2C(=CNC2=CC1)C1CCN(CC1)C (5-(4-Chlorophenyl)-3-(1-Methylpiperidin-4-yl)-1H-Indole), 5-(4-chlorophenyl)-3-(1-nethylpiperidin-4-yl)-1-(triisopropylsilyl)-indole. Isolated yield 40.0%. Reaction SMILES: Br[C:2]1[CH:3]=[C:4]2[C:8](=[CH:9][CH:10]=1)[N:7]([Si](C(C)C)(C(C)C)C(C)C)[CH:6]=[C:5]2[CH:21]1[CH2:26][CH2:25][N:24]([CH3:27])[CH2:23][CH2:22]1.[Cl:28][C:29]1[CH:34]=[CH:33][C:32](B(O)O)=[CH:31][CH:30]=1.C(=O)([O-])[O-].[Na+].[Na+]>C1(C)C=CC=CC=1.C1C=CC([P]([Pd]([P](C2C=CC=CC=2)(C2C=CC=CC=2)C2C=CC=CC=2)([P](C2C=CC=CC=2)(C2C=CC=CC=2)C2C=CC=CC=2)[P](C2C=CC=CC=2)(C2C=CC=CC=2)C2C=CC=CC=2)(C2C=CC=CC=2)C2C=CC=CC=2)=CC=1>[Cl:28][C:29]1[CH:34]=[CH:33][C:32]([C:2]2[CH:3]=[C:4]3[C:8](=[CH:9][CH:10]=2)[NH:7][CH:6]=[C:5]3[CH:21]2[CH2:22][CH2:23][N:24]([CH3:27])[CH2:25][CH2:26]2)=[CH:31][CH:30]=1 |f:2.3.4,^1:54,56,75,94|. Procedure: The title compound was prepared by the procedure of Example 10, beginning with 5-bromo-3-(1-methylpiperidin-4-yl)-1-(triisopropylsilyl)-indole (0.500 g, 1.11 mmol), 4-chlorophenylboronic acid (0.183 g, 1.17 mmol), tetrakis(triphenylphosphine)palladium(0) (0.064 g, 0.056 mmol), and 2M aqueous sodium carbonate solution (2 mL) in toluene (15 mL) to give 0.200 g of 5-(4-chlorophenyl)-3-(1-nethylpiperidin-4-yl)-1-(triisopropylsilyl)-indole (40%) as a white solid, which was desilylated by dissolving i... The reactants are O=C(CCc1ccc(Oc2ccc(Br)cn2)cc1)N1CCN(Cc2ccc3c(c2)OCO3)CC1, CC(C)(C)[O-], Cc1ccccc1, Clc1ccc(N2CCNCC2)cc1Cl, [Na+], O=C(C=Cc1ccccc1)C=Cc1ccccc1, O=C(C=Cc1ccccc1)C=Cc1ccccc1, O=C(C=Cc1ccccc1)C=Cc1ccccc1, O, [Pd], [Pd]. The product is O=C(CCc1ccc(Oc2ccc(N3CCN(c4ccc(Cl)c(Cl)c4)CC3)cn2)cc1)N1CCN(Cc2ccc3c(c2)OCO3)CC1. As a reaction SMILES: [Br:1][c:2]1[cH:3][cH:4][c:5]([O:8][c:9]2[cH:10][cH:11][c:12]([CH2:15][CH2:16][C:17](=[O:18])[N:19]3[CH2:20][CH2:21][N:22]([CH2:25][c:26]4[cH:27][c:28]5[c:32]([cH:33][cH:34]4)[O:31][CH2:30][O:29]5)[CH2:23][CH2:24]3)[cH:13][cH:14]2)[n:6][cH:7]1.[CH3:49][C:50]([CH3:51])([O-:52])[CH3:53].[CH3:56][c:57]1[cH:58][cH:59][cH:60][cH:61][cH:62]1.[Cl:35][c:36]1[cH:37][c:38]([N:43]2[CH2:44][CH2:45][NH:46][CH2:47][CH2:48]2)[cH:39][cH:40][c:41]1[Cl:42].[Na+:54].[O:101]=[C:102]([CH:103]=[CH:104][c:105]1[cH:106][cH:107][cH:108][cH:109][cH:110]1)[CH:111]=[CH:112][c:113]1[cH:114][cH:115][cH:116][cH:117][cH:118]1.[O:65]=[C:66]([CH:67]=[CH:68][c:69]1[cH:70][cH:71][cH:72][cH:73][cH:74]1)[CH:75]=[CH:76][c:77]1[cH:78][cH:79][cH:80][cH:81][cH:82]1.[O:83]=[C:84]([CH:85]=[CH:86][c:87]1[cH:88][cH:89][cH:90][cH:91][cH:92]1)[CH:93]=[CH:94][c:95]1[cH:96][cH:97][cH:98][cH:99][cH:100]1.[OH2:55].[Pd:63].[Pd:64]>>[c:2]1([N:46]2[CH2:45][CH2:44][N:43]([c:38]3[cH:37][c:36]([Cl:35])[c:41]([Cl:42])[cH:40][cH:39]3)[CH2:48][CH2:47]2)[cH:3][cH:4][c:5]([O:8][c:9]2[cH:10][cH:11][c:12]([CH2:15][CH2:16][C:17](=[O:18])[N:19]3[CH2:20][CH2:21][N:22]([CH2:25][c:26]4[cH:27][c:28]5[c:32]([cH:33][cH:34]4)[O:31][CH2:30][O:29]5)[CH2:23][CH2:24]3)[cH:13][cH:14]2)[n:6][cH:7]1. The reactants are C(C)OC(=O)C1=NC2=CC=C(C=C2C=C1)O (6-hydroxy-quinoline-2-carboxylic acid ethyl ester), C1(=CC=CC=C1)P(C1=CC=CC=C1)C1=CC=CC=C1 (triphenylphospine), CN1C(CCC1)CCO (1-methyl-2-pyrrolidineethanol). Solvent: C1(=CC=CC=C1)C (toluene), C1CCOC1 (THF). Run at temperature 35 celsius. The product is C(C)OC(=O)C1=NC2=CC=C(C=C2C=C1)OCCC1N(CCC1)C (6-[2-(1-Methyl-pyrrolidin-2-yl)-ethoxy]-quinoline-2-carboxylic acid ethyl ester). As a reaction SMILES: [CH2:1]([O:3][C:4]([C:6]1[CH:15]=[CH:14][C:13]2[C:8](=[CH:9][CH:10]=[C:11]([OH:16])[CH:12]=2)[N:7]=1)=[O:5])[CH3:2].C1(P(C2C=CC=CC=2)C2C=CC=CC=2)C=CC=CC=1.[CH3:36][N:37]1[CH2:41][CH2:40][CH2:39][CH:38]1[CH2:42][CH2:43]O>C1(C)C=CC=CC=1.C1COCC1>[CH2:1]([O:3][C:4]([C:6]1[CH:15]=[CH:14][C:13]2[C:8](=[CH:9][CH:10]=[C:11]([O:16][CH2:43][CH2:42][CH:38]3[CH2:39][CH2:40][CH2:41][N:37]3[CH3:36])[CH:12]=2)[N:7]=1)=[O:5])[CH3:2]. Procedure details: A mixture of 0.400 g (0.002 mol) of 6-hydroxy-quinoline-2-carboxylic acid ethyl ester, 0.966 g (0.004 mmol) of triphenylphospine (Fluka), 0.396 g (0.003 mmol) of 1-methyl-2-pyrrolidineethanol and 0.68 ml (0.004 mmol) di-tert.-butyl azadicarboxylate 40% in toluene in 40 ml THF was stirred for a prolonged period of time at 35° C. The mixture was filtered through a pad of silica and washed with 30 ml THF. The mixture was evaporated to dryness and purified on silica eluting with a gradient of DCM/Me... The reactants are COC=1C=C(CC2CCC=3NC(=CC32)C(=O)OC)C=CC1OC (methyl 4-(3,4-dimethoxybenzyl)-1,4,5,6-tetrahydrocyclopenta[b]pyrrole-2-carboxylate), [OH-].[Li+] (lithium hydroxide), CO (methanol). The solvent is C1CCOC1 (THF). The product is COC=1C=C(CC2CCC=3NC(=CC32)C(=O)O)C=CC1OC (4-(3,4-dimethoxybenzyl)-1,4,5,6-tetrahydrocyclopenta[b]pyrrole-2-carboxylic acid). Reaction SMILES: [CH3:1][O:2][C:3]1[CH:4]=[C:5]([CH:19]=[CH:20][C:21]=1[O:22][CH3:23])[CH2:6][CH:7]1[C:14]2[CH:13]=[C:12]([C:15]([O:17]C)=[O:16])[NH:11][C:10]=2[CH2:9][CH2:8]1.[OH-].[Li+].CO>C1COCC1>[CH3:1][O:2][C:3]1[CH:4]=[C:5]([CH:19]=[CH:20][C:21]=1[O:22][CH3:23])[CH2:6][CH:7]1[C:14]2[CH:13]=[C:12]([C:15]([OH:17])=[O:16])[NH:11][C:10]=2[CH2:9][CH2:8]1 |f:1.2|. Procedure: The title compound was synthesized from methyl 4-(3,4-dimethoxybenzyl)-1,4,5,6-tetrahydrocyclopenta[b]pyrrole-2-carboxylate (0.050 g, 0.16 mmol) and lithium hydroxide (0.067 g, 1.6 mmol in 3 mL water), according to General Procedure 7. A 1:1 mixture of methanol (MeOH) and THF (6 mL) was used. The resulting product was purified by column chromatography (Isco CombiFlash) eluting with a gradient of 0-100% EtOAc/heptane) to afford the title compound: 11 mg, 23% yield. 1H NMR (400 MHz, METHANOL-d4) δ... Reactants: O=C([O-])[O-], C=CC(=O)OC, COc1cc2[nH]cc(-c3cc4cccnc4n3S(=O)(=O)c3ccc(C)cc3)c2cc1OC, CN(C)C=O, CCOC(C)=O, [K+], [K+], O. The product is COC(=O)CCn1cc(-c2cc3cccnc3n2S(=O)(=O)c2ccc(C)cc2)c2cc(OC)c(OC)cc21. Reaction SMILES: [C:1](=[O:2])([O-:3])[O-:4].[C:7]([CH:8]=[CH2:9])(=[O:10])[O:11][CH3:12].[CH3:13][O:14][c:15]1[cH:16][c:17]2[c:18](-[c:26]3[cH:27][c:28]4[c:29]([n:30][cH:31][cH:32][cH:33]4)[n:34]3[S:35](=[O:36])(=[O:37])[c:38]3[cH:39][cH:40][c:41]([CH3:44])[cH:42][cH:43]3)[cH:19][nH:20][c:21]2[cH:22][c:23]1[O:24][CH3:25].[CH3:46][N:47]([CH3:48])[CH:49]=[O:50].[CH3:51][CH2:52][O:53][C:54](=[O:55])[CH3:56].[K+:5].[K+:6].[OH2:45]>>[C:7]([CH2:8][CH2:9][n:20]1[cH:19][c:18](-[c:26]2[cH:27][c:28]3[c:29]([n:30][cH:31][cH:32][cH:33]3)[n:34]2[S:35](=[O:36])(=[O:37])[c:38]2[cH:39][cH:40][c:41]([CH3:44])[cH:42][cH:43]2)[c:17]2[cH:16][c:15]([O:14][CH3:13])[c:23]([O:24][CH3:25])[cH:22][c:21]21)(=[O:10])[O:11][CH3:12].